describe an organic reaction: reactants, conditions, products, and yield From a dataset of the Open Reaction Database (ORD), a public repository of structured organic reaction records. Reactants: Cl.N1[C@H](CCCC1)CO ((R)-piperidin-2-ylmethanol hydrogen chloride), [H-].[Na+] (sodium hydride), oil, ClC1=CC=NC=2N(C3=C(C21)C=C(N=C3)C#N)COCC[Si](C)(C)C (4-chloro-9-(2-trimethylsilanyl-ethoxymethyl)-9H-dipyrido[2,3-b;4′,3′-d]pyrrole-6-carbonitrile). The solvent is O1CCCC1 (tetrahydrofuran), O (water), C(C)(=O)OCC (ethyl acetate). Run at temperature 40 celsius, time 10 minute. Yields the product N1[C@H](CCCC1)COC1=CC=NC=2N(C3=C(C21)C=C(N=C3)C#N)COCC[Si](C)(C)C ((R)-4-(piperidin-2-ylmethoxy)-9-(2-trimethylsilanyl-ethoxymethyl)-9H-dipyrido[2,3-b;4′,3′-d]pyrrole-6-carbonitrile). As a reaction SMILES: Cl.[NH:2]1[CH2:7][CH2:6][CH2:5][CH2:4][C@@H:3]1[CH2:8][OH:9].[H-].[Na+].Cl[C:13]1[C:21]2[C:20]3[CH:22]=[C:23]([C:26]#[N:27])[N:24]=[CH:25][C:19]=3[N:18]([CH2:28][O:29][CH2:30][CH2:31][Si:32]([CH3:35])([CH3:34])[CH3:33])[C:17]=2[N:16]=[CH:15][CH:14]=1>O1CCCC1.O.C(OCC)(=O)C>[NH:2]1[CH2:7][CH2:6][CH2:5][CH2:4][C@@H:3]1[CH2:8][O:9][C:13]1[C:21]2[C:20]3[CH:22]=[C:23]([C:26]#[N:27])[N:24]=[CH:25][C:19]=3[N:18]([CH2:28][O:29][CH2:30][CH2:31][Si:32]([CH3:35])([CH3:34])[CH3:33])[C:17]=2[N:16]=[CH:15][CH:14]=1 |f:0.1,2.3|. Procedure details: To a solution of (R)-piperidin-2-ylmethanol hydrogen chloride (510 mg, 3.4 mmol) in tetrahydrofuran (12 mL) was added sodium hydride as 60% dispersion in mineral oil (270 mg, 6.8 mmol). The reaction mixture was stirred at ambient temperature for 5 minutes before 4-chloro-9-(2-trimethylsilanyl-ethoxymethyl)-9H-dipyrido[2,3-b;4′,3′-d]pyrrole-6-carbonitrile (550 mg, 1.5 mmol) was added in one portion and the reaction mixture was stirred at this temperature for 10 minutes, and then heated at 40° C. ... Starting materials: OCC1=CC=C(C=C(C1=O)OC)C(C)C (7-hydroxymethyl-4-isopropyl-2-methoxy-2,4,6-cycloheptatrien-1-one). The reagents and catalysts are [O-2].[O-2].[Mn+4] (manganese dioxide). Run in C(Cl)(Cl)Cl (chloroform). Run at time 4 hour. The product is C(=O)C1=CC=C(C=C(C1=O)OC)C(C)C (7-formyl-4-isopropyl-2-methoxy-2,4,6-cycloheptatrien-1-one), crystal. Isolated yield 62.0%. RXN SMILES: [OH:1][CH2:2][C:3]1[C:9](=[O:10])[C:8]([O:11][CH3:12])=[CH:7][C:6]([CH:13]([CH3:15])[CH3:14])=[CH:5][CH:4]=1>C(Cl)(Cl)Cl.[O-2].[O-2].[Mn+4]>[CH:2]([C:3]1[C:9](=[O:10])[C:8]([O:11][CH3:12])=[CH:7][C:6]([CH:13]([CH3:15])[CH3:14])=[CH:5][CH:4]=1)=[O:1] |f:2.3.4|. Procedure details: 7-hydroxymethyl-4-isopropyl-2-methoxy-2,4,6-cycloheptatrien-1-one (20 g, 96 mmol) was dissolved in chloroform (300 ml), to which was added active manganese dioxide (80 g, 920 mmol) in several portions, and the resultant was stirred at room temperature for 4 hours. The insoluble matter was removed by filtration under reduced pressure, the filtrate was concentrated under reduced pressure and the resulting crude product was recrystallized from toluene to give 12.31 g of 7-formyl-4-isopropyl-2-metho... Starting materials: CO, COC(=O)C(C)(SC)c1ccc(C(OC)(OC)c2ccccc2)s1, Cl, O. Yields the product COC(=O)C(C)(SC)c1ccc(C(=O)c2ccccc2)s1. As a reaction SMILES: [CH3:1][OH:2].[CH3:3][S:4][C:5]([C:6](=[O:7])[O:8][CH3:9])([CH3:10])[c:11]1[s:12][c:13]([C:16]([c:17]2[cH:18][cH:19][cH:20][cH:21][cH:22]2)([O:23][CH3:26])[O:24][CH3:25])[cH:14][cH:15]1.[ClH:27].[OH2:28]>>[CH3:3][S:4][C:5]([C:6](=[O:7])[O:8][CH3:9])([CH3:10])[c:11]1[s:12][c:13]([C:16]([c:17]2[cH:18][cH:19][cH:20][cH:21][cH:22]2)=[O:23])[cH:14][cH:15]1. Starting materials: BrC1=C(C(=CC(=C1)OC)Br)CCC(=O)O (3-(2,6-dibromo-4-methoxyphenyl)-propionic acid), solution, C(C(=O)Br)(=O)Br (oxalyl bromide), C(C)(C)N(CC)C(C)C (Diisopropyl ethylamine), ClC1=C(N)C(=CC=C1)Cl (2,6-dichloroaniline). Run in CN(C)C=O (DMF), C(Cl)Cl (CH2Cl2), C(Cl)Cl (CH2Cl2). Conditions: time 8 hour. Yields the product ClC1=C(C(=CC=C1)Cl)NC(CCC1=C(C=C(C=C1Br)OC)Br)=O (N-(2,6-Dichlorophenyl)-3-(2,6-dibromo-4-methoxyphenyl)-propionamide). Reaction SMILES: [Br:1][C:2]1[CH:7]=[C:6]([O:8][CH3:9])[CH:5]=[C:4]([Br:10])[C:3]=1[CH2:11][CH2:12][C:13]([OH:15])=O.C(Br)(=O)C(Br)=O.C(N(C(C)C)CC)(C)C.[Cl:31][C:32]1[CH:38]=[CH:37][CH:36]=[C:35]([Cl:39])[C:33]=1[NH2:34]>C(Cl)Cl.CN(C=O)C>[Cl:31][C:32]1[CH:38]=[CH:37][CH:36]=[C:35]([Cl:39])[C:33]=1[NH:34][C:13](=[O:15])[CH2:12][CH2:11][C:3]1[C:4]([Br:10])=[CH:5][C:6]([O:8][CH3:9])=[CH:7][C:2]=1[Br:1]. Reported procedure: To a −78° C. solution of 11.56 g of 3-(2,6-dibromo-4-methoxyphenyl)-propionic acid in 300 mL of CH2Cl2 was added dropwise 17.1 mL of a 1.0M solution of oxalyl bromide, then 1.7 mL of DMF. The mixture was allowed to warm to room temperature. When gas evolution ceased, the mixture was recooled to −78° C. Diisopropyl ethylamine (7.14 mL) was added dropwise, then a solution of 5.54 g of 2,6-dichloroaniline in 10 mL of CH2Cl2 was added dropwise. The mixture was allowed to warm to room temperature, th... Yields the product ClC=1C=C(C=CC1)C1=NC(=CC(N1)=O)C1CC1 (2-(3-chlorophenyl)-6-cyclopropylpyrimidin-4(3H)-one). RXN SMILES: [Cl:1][C:2]1[CH:3]=[C:4]([CH:8]=[CH:9][CH:10]=1)[C:5](=[NH:7])[NH2:6].[CH:11]1([C:14](=O)[CH2:15][C:16](OCC)=[O:17])[CH2:13][CH2:12]1.C[O-].[Na+].CO>C(O)C>[Cl:1][C:2]1[CH:3]=[C:4]([C:5]2[NH:6][C:16](=[O:17])[CH:15]=[C:14]([CH:11]3[CH2:13][CH2:12]3)[N:7]=2)[CH:8]=[CH:9][CH:10]=1 |f:2.3|. Isolated yield 33.1%. Reaction conditions: temperature 0 celsius. Starting materials: ClC=1C=C(C(N)=N)C=CC1 (3-chlorobenzimidamide), C1(CC1)C(CC(=O)OCC)=O (ethyl 3-cyclopropyl-3-oxopropanoate), C[O-].[Na+] (sodium methoxide), CO (methanol). Reported procedure: A 500-mL round bottomed flask was charged with 3-chlorobenzimidamide (5.75 g, 30.1 mmol), ethyl 3-cyclopropyl-3-oxopropanoate (5.00 g, 32.0 mmol), and ethanol (100 mL) and the mixture cooled to 0° C. To the stirred mixture was added 25% sodium methoxide in methanol (15.0 mL, 64.0 mmol). The resulting mixture was stirred at reflux for 20 h. After cooling to room temperature, the mixture was evaporated under reduced pressure to 25 mL. The residual slurry was cautiously treated with 2N HCl (50 mL) ... Run in C(C)O (ethanol).